Dataset: the Open Reaction Database (ORD), a public repository of structured organic reaction records. Task: describe an organic reaction: reactants, conditions, products, and yield Conditions: time 30 minute. Reaction SMILES: [Cl:1][C:2]1[C:11]([C:12]([NH:14][O:15][CH3:16])=[O:13])=[C:10]([Cl:17])[CH:9]=[CH:8][C:3]=1[C:4]([O:6][CH3:7])=[O:5].[C:18](=O)([O-])[O-].[K+].[K+].S(OC)(OC)(=O)=O>CN(C)C=O>[Cl:1][C:2]1[C:11]([C:12](=[N:14][O:15][CH3:16])[O:13][CH3:18])=[C:10]([Cl:17])[CH:9]=[CH:8][C:3]=1[C:4]([O:6][CH3:7])=[O:5] |f:1.2.3|. Product: ClC1=C(C(=O)OC)C=CC(=C1C(OC)=NOC)Cl (methyl 2,4-dichloro-3-(1'-methoxyimino-1'-(methoxy)methyl)benzoate). Solvent: CN(C=O)C (dimethylformamide). Starting materials: S(=O)(=O)(OC)OC (dimethyl sulfate), ice water, ClC1=C(C(=O)OC)C=CC(=C1C(=O)NOC)Cl (methyl 2,4-dichloro-3-methoxyaminocarbonylbenzoate), C([O-])([O-])=O.[K+].[K+] (potassium carbonate), S(=O)(=O)(OC)OC (dimethyl sulfate). Isolated yield 11.8%. Reported procedure: A mixture of 16.0 g (0.058 mol) of methyl 2,4-dichloro-3-methoxyaminocarbonylbenzoate and 10.1 g (0.073 mol) of potassium carbonate in 300 ml of dimethylformamide was stirred for 30 minutes at room temperature. 11.0 g (0.087 mol) of dimethyl sulfate were subsequently added dropwise, the mixture was stirred for 12 hours at room temperature, and another 11.0 g of dimethyl sulfate were added. After the mixture had been heated for 6 hours at 60° C., it was cooled and stirred into 2 l of ice-water. T... Reactants: CO, Nc1cccc(Cl)c1, Cc1c(Cl)nnc(Cc2ccncc2)c1C, ClCCl. Yields the product Cc1c(Cc2ccncc2)nnc(Nc2cccc(Cl)c2)c1C. Reaction SMILES: [CH3:28][OH:29].[Cl:17][c:18]1[cH:19][c:20]([NH2:21])[cH:22][cH:23][cH:24]1.[Cl:1][c:2]1[n:3][n:4][c:5]([CH2:10][c:11]2[cH:12][cH:13][n:14][cH:15][cH:16]2)[c:6]([CH3:9])[c:7]1[CH3:8].[Cl:25][CH2:26][Cl:27]>>[c:2]1([NH:21][c:20]2[cH:19][c:18]([Cl:17])[cH:24][cH:23][cH:22]2)[n:3][n:4][c:5]([CH2:10][c:11]2[cH:12][cH:13][n:14][cH:15][cH:16]2)[c:6]([CH3:9])[c:7]1[CH3:8]. The reactants are CN(C1=CC=C(C(C2=CC=C(C=C2)N(C)C)C2=C(C(=O)O)C=C(C=C2)N(C)C)C=C1)C (2-[4,4'-bis(dimethylamino) benzhydryl]-5-dimethylaminobenzoic acid), [OH-].[Na+] (NaOH). Run in O (water). Reaction conditions: temperature 92.5 celsius, time 9 hour. Product: CN(C1=CC=C(C=C1)C1(OC(=O)C2=CC(=CC=C12)N(C)C)C1=CC=C(C=C1)N(C)C)C (3,3-bis(4-dimethylaminophenyl)-6-dimethylaminophthalide). The yield is 93.9%. RXN SMILES: [CH3:1][N:2]([CH3:31])[C:3]1[CH:30]=[CH:29][C:6]([CH:7]([C:17]2[CH:25]=[CH:24][C:23]([N:26]([CH3:28])[CH3:27])=[CH:22][C:18]=2[C:19]([OH:21])=[O:20])[C:8]2[CH:13]=[CH:12][C:11]([N:14]([CH3:16])[CH3:15])=[CH:10][CH:9]=2)=[CH:5][CH:4]=1.[OH-].[Na+]>O>[CH3:16][N:14]([CH3:15])[C:11]1[CH:10]=[CH:9][C:8]([C:7]2([C:6]3[CH:5]=[CH:4][C:3]([N:2]([CH3:1])[CH3:31])=[CH:30][CH:29]=3)[C:17]3[C:18](=[CH:22][C:23]([N:26]([CH3:28])[CH3:27])=[CH:24][CH:25]=3)[C:19](=[O:21])[O:20]2)=[CH:13][CH:12]=1 |f:1.2|. Procedure: To a 500 ml reaction vessel, 21.5 g of 2-[4,4'-bis(dimethylamino) benzhydryl]-5-dimethylaminobenzoic acid having a purity of 97.0% was charged and 250 g of water was added. To the dispersion thus obtained, 21.5 g of activated carbon; SHIRASAGI-C (manufactured by Takeda Chemical Ind. Co.) and 2.0 g of a 49% aqueous NaOH solution were added and stirred at 90 to 95° C. Through the reaction system thus obtained air was blown for 9 hours at a rate of 400 ml/min. After finishing the reaction, the reac...